Dataset: the Open Reaction Database (ORD), a public repository of structured organic reaction records. Task: describe an organic reaction: reactants, conditions, products, and yield Starting materials: [BH4-], COC(=O)C1NC(=O)C1NC(=O)OC(C)(C)C, [N-]=[N+]=[N-], [Na+], [Na+], OCC1CCN1, Cc1ccc(S(=O)(=O)[O-])cc1. The product is CC(C)(C)OC(=O)NC1C(=O)NC1CN=[N+]=[N-]. RXN SMILES: [BH4-:1].[C:3]([CH3:4])([CH3:5])([CH3:6])[O:7][C:8](=[O:9])[NH:10][CH:11]1[CH:12]([C:16]([O:17][CH3:18])=[O:19])[NH:13][C:14]1=[O:15].[N-:38]=[N+:39]=[N-:40].[Na+:2].[Na+:37].[OH:20][CH2:21][CH:22]1[CH2:23][CH2:24][NH:25]1.[c:26]1([CH3:27])[cH:28][cH:29][c:30]([S:31]([O-:32])(=[O:33])=[O:34])[cH:35][cH:36]1>>[C:3]([CH3:4])([CH3:5])([CH3:6])[O:7][C:8](=[O:9])[NH:10][CH:11]1[CH:12]([CH2:16][N:38]=[N+:39]=[N-:40])[NH:13][C:14]1=[O:15]. Reaction SMILES: [Si:1]([N:8]1[CH2:13][CH2:12][NH:11][CH2:10][CH2:9]1)([C:4]([CH3:7])([CH3:6])[CH3:5])([CH3:3])[CH3:2].[C:14](#[N:17])[CH:15]=[CH2:16]>>[Si:1]([N:8]1[CH2:13][CH2:12][N:11]([CH2:16][CH2:15][C:14]#[N:17])[CH2:10][CH2:9]1)([C:4]([CH3:7])([CH3:5])[CH3:6])([CH3:3])[CH3:2]. Procedure details: A flask equipped with a stirrer, reflux condenser, dropping funnel and thermometer was charged with 160.3 g (0.8 mol) of 1-t-butyldimethylsilylpiperazine (Synthesis Example 1) and heated at 70° C. Once the internal temperature became steady, 46.7 g (0.88 mol) of acrylonitrile was added dropwise over 2 hours. Stirring was continued for 4 hours at the temperature. On distillation of the reaction solution, 194.1 g of a fraction having a boiling point of 145-147° C./0.4 kPa was collected. Reaction conditions: temperature 70 celsius, time 4 hour. Yields the product [Si](C)(C)(C(C)(C)C)N1CCN(CC1)CCC#N (1-t-butyldimethylsilyl-4-(2-cyanoethyl)piperazine). Reactants: [Si](C)(C)(C(C)(C)C)N1CCNCC1 (1-t-butyldimethylsilylpiperazine), C(C=C)#N (acrylonitrile).